Dataset: the Open Reaction Database (ORD), a public repository of structured organic reaction records. Task: describe an organic reaction: reactants, conditions, products, and yield Starting materials: C(C)(C)(C)C1=NSC(=N1)OC1=CC(=C(C=C1C)N=CN(C)C(C)C)C (N′-{4-[(3-(tert-butyl)-1,2,4-thiadiazol-5-yl)oxy]-2,5-dimethylphenyl}-N-isopropyl-N-methylimidoformamide), C(C)(C)(C)C1=NSC(=N1)OC1=CC(=C(C=C1C(F)(F)F)N=CN(C)C(C)C)C (N′-{4-[(3-(tert-butyl)-1,2,4-thiadiazol-5-yl)oxy]-2-methyl-5-(trifluoromethyl)phenyl}-N-isopropyl-N-methylimidoformamide), C(C)(C)(C)C1=NSC(=N1)OC1=CC(=C(C=C1C(F)(F)F)N=CN(C)CC)C (N′-{4-[(3-(tert-butyl)-1,2,4-thiadiazol-5-yl)oxy]-2-methyl-5-(trifluoromethyl)phenyl}-N-ethyl-N-methylimidoformamide), C(C)(C)(C)C1=NSC(=N1)OC1=CC(=C(/N=C/N2CCCCC2)C=C1Cl)C (4-[(3-(tert-butyl)-1,2,4-thiadiazol-5-yl)oxy]-5-chloro-2-methyl-N-[(1E)-piperidin-1-ylmethylene]aniline), C(C)(C)(C)C1=NSC(=N1)OC1=CC(=C(C=C1Cl)N=CN(C)CC)C (N′-{4-[(3-(tert-butyl)-1,2,4-thiadiazol-5-yl)oxy]-5-chloro-2-methylphenyl}-N-ethyl-N-methylimidoformamide), C(C)(C)(C)C1=NSC(=N1)OC1=CC(=C(/N=C/N2CCCCC2)C=C1C)C (4-[(3-(tert-butyl)-1,2,4-thiadiazol-5-yl)oxy]-2,5-dimethyl-N-[(1E)-piperidin-1-ylmethylene]aniline), C(C)(C)(C)C1=NSC(=N1)OC1=CC(=C(/N=C/N2CCCCC2)C=C1C(F)(F)F)C (4-[(3-(tert-butyl)-1,2,4-thiadiazol-5-yl)oxy]-2-methyl-N-[(1E)-piperidin-1-ylmethylene]-5-(trifluoromethyl)aniline), C(C)(C)(C)C1=NSC(=N1)OC1=CC(=C(C=C1Cl)N=CN(C)C(C)C)C (N′-{4-[(3-(tert-butyl)-1,2,4-thiadiazol-5-yl)oxy]-5-chloro-2-methylphenyl}-N-isopropyl-N-methylimidoformamide). Product: C(C)(C)(C)C1=NSC(=N1)OC1=CC(=C(C=C1C)N=CN(C)CC)C (N′-{4-[(3-(tert-butyl)-1,2,4-thiadiazol-5-yl)oxy]-2,5-dimethylphenyl}-N-ethyl-N-methylimidoformamide). As a reaction SMILES: [C:1]([C:5]1[N:9]=[C:8]([O:10][C:11]2[C:16]([CH3:17])=[CH:15][C:14]([N:18]=[CH:19][N:20]([CH:22](C)[CH3:23])[CH3:21])=[C:13]([CH3:25])[CH:12]=2)[S:7][N:6]=1)([CH3:4])([CH3:3])[CH3:2].C(C1N=C(OC2C(C)=CC(/N=C/N3CCCCC3)=C(C)C=2)SN=1)(C)(C)C.C(C1N=C(OC2C(C(F)(F)F)=CC(/N=C/N3CCCCC3)=C(C)C=2)SN=1)(C)(C)C.C(C1N=C(OC2C(C(F)(F)F)=CC(N=CN(CC)C)=C(C)C=2)SN=1)(C)(C)C.C(C1N=C(OC2C(C(F)(F)F)=CC(N=CN(C(C)C)C)=C(C)C=2)SN=1)(C)(C)C.C(C1N=C(OC2C(Cl)=CC(N=CN(C(C)C)C)=C(C)C=2)SN=1)(C)(C)C.C(C1N=C(OC2C(Cl)=CC(N=CN(CC)C)=C(C)C=2)SN=1)(C)(C)C.C(C1N=C(OC2C(Cl)=CC(/N=C/N3CCCCC3)=C(C)C=2)SN=1)(C)(C)C>>[C:1]([C:5]1[N:9]=[C:8]([O:10][C:11]2[C:16]([CH3:17])=[CH:15][C:14]([N:18]=[CH:19][N:20]([CH2:22][CH3:23])[CH3:21])=[C:13]([CH3:25])[CH:12]=2)[S:7][N:6]=1)([CH3:4])([CH3:3])[CH3:2]. Procedure: (A-2) N′-{4-[(3-(tert-butyl)-1,2,4-thiadiazol-5-yl)oxy]-2,5-dimethylphenyl}-N-isopropyl-N-methylimidoformamide; (A-3) 4-[(3-(tert-butyl)-1,2,4-thiadiazol-5-yl)oxy]-2,5-dimethyl-N-[(1E)-piperidin-1-ylmethylene]aniline; (A-4) 4-[(3-(tert-butyl)-1,2,4-thiadiazol-5-yl)oxy]-2-methyl-N-[(1E)-piperidin-1-ylmethylene]-5-(trifluoromethyl)aniline; (A-5) N′-{4-[(3-(tert-butyl)-1,2,4-thiadiazol-5-yl)oxy]-2-methyl-5-(trifluoromethyl)phenyl}-N-ethyl-N-methylimidoformamide; (A-6) N′-{4-[(3-(tert-butyl)-1,2,4-t... The reactants are ClC1=NNC2=NC=CC(=C21)I (3-chloro-4-iodo-1H-pyrazolo[3,4-b]pyridine), CC(CNC(OC(C)(C)C)=O)(CC)C1=CC(=CC=C1)B1OC(C(O1)(C)C)(C)C (tert-butyl 2-methyl-2-(3-(4,4,5,5-tetramethyl-1,3,2-dioxaborolan-2-yl)phenyl)butylcarbamate), C(=O)([O-])[O-].[Na+].[Na+] (Na2CO3). Reagents/catalysts: C=1C=CC(=CC1)[P](C=2C=CC=CC2)(C=3C=CC=CC3)[Pd]([P](C=4C=CC=CC4)(C=5C=CC=CC5)C=6C=CC=CC6)([P](C=7C=CC=CC7)(C=8C=CC=CC8)C=9C=CC=CC9)[P](C=1C=CC=CC1)(C=1C=CC=CC1)C=1C=CC=CC1 (Pd(PPh3)4). The solvent is O1CCOCC1 (Dioxane). Run at temperature 150 celsius, time 10 minute. Product: ClC1=NNC2=NC=CC(=C21)C=2C=C(C=CC2)C(CNC(OC(C)(C)C)=O)(CC)C (tert-butyl 2-(3-(3-chloro-1H-pyrazolo[3,4-b]pyridin-4-yl)phenyl)-2-methylbutylcarbamate). The yield is 46.1%. RXN SMILES: [Cl:1][C:2]1[C:10]2[C:5](=[N:6][CH:7]=[CH:8][C:9]=2I)[NH:4][N:3]=1.[CH3:12][C:13]([C:25]1[CH:30]=[CH:29][CH:28]=[C:27](B2OC(C)(C)C(C)(C)O2)[CH:26]=1)([CH2:23][CH3:24])[CH2:14][NH:15][C:16](=[O:22])[O:17][C:18]([CH3:21])([CH3:20])[CH3:19].C([O-])([O-])=O.[Na+].[Na+]>C1C=CC([P]([Pd]([P](C2C=CC=CC=2)(C2C=CC=CC=2)C2C=CC=CC=2)([P](C2C=CC=CC=2)(C2C=CC=CC=2)C2C=CC=CC=2)[P](C2C=CC=CC=2)(C2C=CC=CC=2)C2C=CC=CC=2)(C2C=CC=CC=2)C2C=CC=CC=2)=CC=1.O1CCOCC1>[Cl:1][C:2]1[C:10]2[C:5](=[N:6][CH:7]=[CH:8][C:9]=2[C:27]2[CH:26]=[C:25]([C:13]([CH3:12])([CH2:23][CH3:24])[CH2:14][NH:15][C:16](=[O:22])[O:17][C:18]([CH3:19])([CH3:20])[CH3:21])[CH:30]=[CH:29][CH:28]=2)[NH:4][N:3]=1 |f:2.3.4,^1:49,51,70,89|. Procedure details: 3-chloro-4-iodo-1H-pyrazolo[3,4-b]pyridine (100 mg, 0.3578 mmol), tert-butyl 2-methyl-2-(3-(4,4,5,5-tetramethyl-1,3,2-dioxaborolan-2-yl)phenyl)butylcarbamate (139.3 mg, 0.3578 mmol), Na2CO3 (536.5 μL of 2 M, 1.073 mmol) and Pd(PPh3)4 (41.35 mg, 0.03578 mmol) were placed in a microwave tube and Dioxane (1 mL) was added. The resulting suspension was stirred at 150° C. in the microwave (using a 10 minute ramp and nitrogen cooling) for 45 minutes. Reaction mixture partitioned between EtOAc and brine... Starting materials: COc1ccc(Br)c(O)c1C(=O)O, c1ccc2ncccc2c1. The product is COc1ccc(Br)c(O)c1. RXN SMILES: [Br:1][c:2]1[c:3]([OH:13])[c:4]([C:5]([OH:6])=[O:7])[c:8]([O:11][CH3:12])[cH:9][cH:10]1.[cH:14]1[cH:15][c:16]2[c:17]([n:18][cH:19][cH:20][cH:21]2)[cH:22][cH:23]1>>[Br:1][c:2]1[c:3]([OH:13])[cH:4][c:8]([O:11][CH3:12])[cH:9][cH:10]1. Reactants: [Li+].C[Si](C)(C)[N-][Si](C)(C)C (LiHMDS), FC1=CC=C(CN2CCCCC2)C=C1 (1-(4-fluorobenzyl)piperidine), C1CCOC1 (THF), C1(=CC=CC=C1)S(=O)OC (methyl phenylsulfinate). Reaction conditions: temperature -20 celsius, time 30 minute. Product: FC1=CC=C(CN2C(C(CCC2)S(=O)C2=CC=CC=C2)=O)C=C1 (1-(4-Fluorobenzyl)-3-(phenylsulfinyl)piperidin-2-one). As a reaction SMILES: [F:1][C:2]1[CH:14]=[CH:13][C:5]([CH2:6][N:7]2[CH2:12][CH2:11][CH2:10][CH2:9][CH2:8]2)=[CH:4][CH:3]=1.[Li+].C[Si]([N-][Si](C)(C)C)(C)C.[C:25]1([S:31](OC)=[O:32])[CH:30]=[CH:29][CH:28]=[CH:27][CH:26]=1.C1C[O:38]CC1>>[F:1][C:2]1[CH:14]=[CH:13][C:5]([CH2:6][N:7]2[CH2:12][CH2:11][CH2:10][CH:9]([S:31]([C:25]3[CH:30]=[CH:29][CH:28]=[CH:27][CH:26]=3)=[O:32])[C:8]2=[O:38])=[CH:4][CH:3]=1 |f:1.2|. Procedure details: To a cooled (−20° C.) solution of 1-(4-fluorobenzyl)piperidine (17 g, 82 mmol) in anhydrous THF (200 mL) was added LiHMDS (1.0M in THF, 180 mL, 180 mmol) over a period of 15 min. The reaction mixture was stirred for 30 min at −20° C., then methyl phenylsulfinate (15 g, 98 mmol) was added over a period of 5 min. After being stirred at −20° C. for 1 hour, the reaction was quenched by the addition of water (100 mL). EtOAc (200 mL) was added and the organic layer was separated and washed with water ... Reactants: COc1ccc(C(=CC=CC(=O)Oc2ccc([N+](=O)[O-])cc2)c2ccc(OC)cc2)cc1, C1CCOC1, NCCCCc1cncc2ccccc12. The product is COc1ccc(C(=CC=CC(=O)NCCCCc2cncc3ccccc23)c2ccc(OC)cc2)cc1. Reaction SMILES: [N+:1]([c:2]1[cH:3][cH:4][c:5]([O:10][C:11](=[O:6])[CH:12]=[CH:13][CH:14]=[C:15]([c:16]2[cH:17][cH:18][c:19]([O:22][CH3:23])[cH:20][cH:21]2)[c:24]2[cH:25][cH:26][c:27]([O:30][CH3:31])[cH:28][cH:29]2)[cH:7][cH:8]1)([O-:9])=[O:32].[O:48]1[CH2:49][CH2:50][CH2:51][CH2:52]1.[cH:33]1[n:34][cH:35][c:36]([CH2:43][CH2:44][CH2:45][CH2:46][NH2:47])[c:37]2[cH:38][cH:39][cH:40][cH:41][c:42]12>>[O:10]=[C:11]([CH:12]=[CH:13][CH:14]=[C:15]([c:16]1[cH:17][cH:18][c:19]([O:22][CH3:23])[cH:20][cH:21]1)[c:24]1[cH:25][cH:26][c:27]([O:30][CH3:31])[cH:28][cH:29]1)[NH:47][CH2:46][CH2:45][CH2:44][CH2:43][c:36]1[cH:35][n:34][cH:33][c:42]2[c:37]1[cH:38][cH:39][cH:40][cH:41]2. Reactants: ClC=1C=C(C=CC1C#N)C1=NN(C=C1)C[C@H](C)NC(=O)C=1N=CNC1 ((S)—N-{1-[3-(3-chloro-4-cyanophenyl)-1H-pyrazol-1-yl]propan-2-yl}-1H-imidazole-4-carboxamide), [H-].[Na+] (NaH), ICC (Iodoethane). The solvent is CN(C)C=O (DMF), CN(C)C=O (DMF). Run at time 30 minute. Yields the product ClC=1C=C(C=CC1C#N)C1=NN(C=C1)C[C@H](C)NC(=O)C=1N=CN(C1)CC ((S)—N-{1-[3-(3-Chloro-4-cyanophenyl)-1H-pyrazol-1-yl]propan-2-yl}-1-ethyl-1H-imidazole-4-carboxamide). RXN SMILES: [Cl:1][C:2]1[CH:3]=[C:4]([C:10]2[CH:14]=[CH:13][N:12]([CH2:15][C@@H:16]([NH:18][C:19]([C:21]3[N:22]=[CH:23][NH:24][CH:25]=3)=[O:20])[CH3:17])[N:11]=2)[CH:5]=[CH:6][C:7]=1[C:8]#[N:9].[H-].[Na+].I[CH2:29][CH3:30]>CN(C=O)C>[Cl:1][C:2]1[CH:3]=[C:4]([C:10]2[CH:14]=[CH:13][N:12]([CH2:15][C@@H:16]([NH:18][C:19]([C:21]3[N:22]=[CH:23][N:24]([CH2:29][CH3:30])[CH:25]=3)=[O:20])[CH3:17])[N:11]=2)[CH:5]=[CH:6][C:7]=1[C:8]#[N:9] |f:1.2|. Procedure: (S)—N-{1-[3-(3-chloro-4-cyanophenyl)-1H-pyrazol-1-yl]propan-2-yl}-1H-imidazole-4-carboxamide (250 mg, 0.705 mmol) in dry DMF (3 ml) was added slowly to the mixture of dry DMF (1 ml) and 55% NaH (61.4 mg, 1.41 mmol) at 0° C. under an nitrogen atmosphere. Thereafter the reaction mixture was stirred at RT for 30 min. The reaction mixture was recooled to 0° C. Iodoethane (0.057 ml, 0.712 mmol) was slowly added at 0° C. and then the reaction mixture was stirred at RT overnight. The reaction mixture w... Reactants: BrC1=CC=C(C(C(=O)OC(C)C)(O)C2=CC=C(C=C2)Br)C=C1 (isopropyl 4,4′-dibromobenzilate), [C@@]12(C=CC[C@H](CC1)N2C)O (tropenol). Yields the product BrC1=CC=C(C(C(=O)O[C@]23C=CC[C@H](CC2)N3C)(O)C3=CC=C(C=C3)Br)C=C1 (tropenol 4,4′-dibromobenzilate). As a reaction SMILES: [Br:1][C:2]1[CH:22]=[CH:21][C:5]([C:6]([C:14]2[CH:19]=[CH:18][C:17]([Br:20])=[CH:16][CH:15]=2)([OH:13])[C:7]([O:9][CH:10]([CH3:12])[CH3:11])=[O:8])=[CH:4][CH:3]=1.[C@@:23]12(O)[N:30](C)[C@@H:27]([CH2:28]C1)[CH2:26][CH:25]=C2>>[Br:1][C:2]1[CH:22]=[CH:21][C:5]([C:6]([C:14]2[CH:15]=[CH:16][C:17]([Br:20])=[CH:18][CH:19]=2)([OH:13])[C:7]([O:9][C@@:10]23[N:30]([CH3:23])[C@@H:27]([CH2:28][CH2:12]2)[CH2:26][CH:25]=[CH:11]3)=[O:8])=[CH:4][CH:3]=1. Procedure: 4.9 is prepared analogously to the method according to II.1. Yield: 2.36 g (19% of theory) starting from 9.9 g (0.023 mol) of commercially obtainable isopropyl 4,4′-dibromobenzilate and 3.21 g (0.023 mol) of tropenol; to purify it, the hydrochloride was precipitated and recrystallized from acetonitrile. TLC: Rf value: 0.30 (eluant as in step II.1); melting point: 205° C.-207° C. (hydrochloride).